describe an organic reaction: reactants, conditions, products, and yield From a dataset of the Open Reaction Database (ORD), a public repository of structured organic reaction records. Starting materials: O=C[C@H](O)[C@@H](O)[C@H](O)[C@H](O)CO (D-glucose), [Sb](Cl)(Cl)(Cl)(Cl)Cl (antimony pentachloride). Solvent: CC(=O)C (acetone). Run at temperature 60 celsius, time 8 hour. Yields the product CC1(OC[C@@H](O1)[C@@H]2[C@@H]([C@@H]3[C@H](O2)OC(O3)(C)C)O)C (1,2:5,6-di-O-isopropylidene-α-D-glucofuranose). Yield: 144.8%. RXN SMILES: [O:1]=[CH:2][C@@H:3]([C@H:5]([C@@H:7]([C@@H:9]([CH2:11][OH:12])[OH:10])[OH:8])[OH:6])[OH:4].[Sb](Cl)(Cl)(Cl)(Cl)Cl>CC(C)=O>[CH3:2][C:3]1([CH3:5])[O:4][C@@H:3]([C@H:5]2[O:6][C@@H:11]3[O:12][C:9]([CH3:11])([CH3:7])[O:10][C@@H:9]3[C@H:7]2[OH:8])[CH2:2][O:1]1. Reported procedure: To 200 ml of acetone were added 10.0 g of D-glucose and 149.5 mg of antimony pentachloride, and the mixture was refluxed with stirring in a water bath of 60° C. for 8 hours. During this reaction, the refluxing solvent was dried with 20 g of Molecular Sieves 3A interposed between the reaction vessel and the condenser. After completion of the reaction, 1.60 g of the starting sugar was recovered by filtration. A small amount of pyridine was then added to the filtrate, and the acetone was distilled ... The reactants are N1C(COC2C=3C1=C1C=CC=CC1=NC3CCC2)=O (1,3,4a,5,6,7-hexahydro-2H-quino[4,3,2-ef][1,4]-benzoxazepin-2-one), CC(C)([O-])C.[K+] (potassium t-butoxide), CI (methyl iodide). The solvent is O.C(C)OCC (water ethyl ether), O1CCCC1 (tetrahydrofuran). The product is CN1C(COC2C=3C1=C1C=CC=CC1=NC3CCC2)=O (1,3,4a,5,6,7-hexahydro-1-methyl-2H-quino[4,3,2-ef][1,4]benzoxazepin-2-one). The yield is 46.3%. As a reaction SMILES: [NH:1]1[C:7]2=[C:8]3[C:13](=[N:14][C:15]4[CH2:16][CH2:17][CH2:18][CH:5]([C:6]=42)[O:4][CH2:3][C:2]1=[O:19])[CH:12]=[CH:11][CH:10]=[CH:9]3.[CH3:20]C(C)([O-])C.[K+].CI>O1CCCC1.O.C(OCC)C>[CH3:20][N:1]1[C:7]2=[C:8]3[C:13](=[N:14][C:15]4[CH2:16][CH2:17][CH2:18][CH:5]([C:6]=42)[O:4][CH2:3][C:2]1=[O:19])[CH:12]=[CH:11][CH:10]=[CH:9]3 |f:1.2,5.6|. Procedure details: To a solution of 1,3,4a,5,6,7-hexahydro-2H-quino[4,3,2-ef][1,4]-benzoxazepin-2-one (4.09 g) in tetrahydrofuran (100 ml) was added potassium t-butoxide (2.17 g) followed by methyl iodide (1.25 ml). The reaction mixture was stirred in water/ethyl ether, the precipitate was collected and dried to give 2.0 g (46%) of 1,3,4a,5,6,7-hexahydro-1-methyl-2H-quino[4,3,2-ef][1,4]benzoxazepin-2-one. Starting materials: OC[C@H](O)[C@@H](O)[C@H](O)[C@H](O)CO (sorbitol), sugar. The solvent is O (water). The product is C([C@@H](O)[C@@H](O)[C@H](O)[C@H](O)CO)O (mannitol), OC[C@H](O)[C@@H](O)[C@H](O)[C@H](O)CO (sorbitol), sugar. Reported procedure: A chewing gum which includes a water-soluble phase formed of aqueous softener, such as sorbitol syrup, and a first sweetener, such as sorbitol or sugar, in particulate form dispersed throughout the aqueous softener, and a relatively water-insoluble phase formed of a plurality of separate and distinct masses suspended in and dispersed throughout the water-soluble phase, each of the masses being formed of particles of gum base and particles of a second sweetener, such as mannitol and/or sorbitol o... RXN SMILES: [OH:1][CH2:2][C@@H:3]([C@H:5]([C@@H:7]([C@@H:9]([CH2:11][OH:12])[OH:10])[OH:8])[OH:6])[OH:4]>O>[CH2:11]([OH:12])[C@H:9]([C@H:7]([C@@H:5]([C@@H:3]([CH2:2][OH:1])[OH:4])[OH:6])[OH:8])[OH:10].[OH:12][CH2:11][C@@H:9]([C@H:7]([C@@H:5]([C@@H:3]([CH2:2][OH:1])[OH:4])[OH:6])[OH:8])[OH:10]. Reactants: COC1=CC=C(C=C1)[Bi](C1=CC=C(C=C1)OC)C1=CC=C(C=C1)OC (tri(4-methoxyphenyl)bismuthine), C(C)(=O)OO (peracetic acid), C(C)C1C(CC(C(C(OC(C2CCCCN2C(C(C2(C(CC(C(C(CC(CC(=C1)C)C)OC)O2)OC)C)O)=O)=O)=O)C(=CC2CC(C(CC2)O)O)C)C)O)=O (17-ethyl-1,14-dihydroxy-12-[2'-(3",4"-dihydroxycyclohexyl)-1'-methylvinyl]-23,25-dimethoxy-13,19,21,27-tetramethyl-11,28-dioxa-4-azatricyclo[22.3.1.04,9 ]octacos-18-ene-2,3,10,16-tetraone), C1CCOC1 (THF). The reagents and catalysts are C(C)(=O)[O-].[Cu+2].C(C)(=O)[O-] (copper (II) acetate). The solvent is C(Cl)Cl (methylene chloride). Reaction conditions: time 7 day. Product: C(C)C1C(CC(C(C(OC(C2CCCCN2C(C(C2(C(CC(C(C(CC(CC(=C1)C)C)OC)O2)OC)C)O)=O)=O)=O)C(=CC2CC(C(CC2)OC2=CC=C(C=C2)OC)O)C)C)O)=O (17-ethyl-1,14-dihydroxy-12-[2'-(4"-(4'"-methoxyphenyloxy)-3"-hydroxycyclohexyl)-1'-methylvinyl]-23,25-dimethoxy-13,19,21,27-tetramethyl-11,28-dioxa-4-azatricyclo[22.3.1.04,9 ]octacos-18-ene-2,3,10,16-tetraone), C(C)C1C(CC(C(C(OC(C2CCCCN2C(C(C2(C(CC(C(C(CC(CC(=C1)C)C)OC)O2)OC)C)O)=O)=O)=O)C(=CC2CC(C(CC2)O)OC2=CC=C(C=C2)OC)C)C)O)=O (17-ethyl-1,14-dihydroxy-12-[2'-(3"-(4'"-methoxyphenyloxy)-4"-hydroxycyclohexyl)-1'-methylvinyl]-23,25-dimethoxy-13,19,21,27-tetramethyl-11,28-dioxa-4-azatricyclo[22.3.1.04,9 ]octacos-18-ene-2,3,10,16-tetraone). RXN SMILES: [CH3:1][O:2][C:3]1[CH:8]=[CH:7][C:6]([Bi]([C:18]2[CH:23]=[CH:22][C:21]([O:24][CH3:25])=[CH:20][CH:19]=2)C2C=CC(OC)=CC=2)=[CH:5][CH:4]=1.C(OO)(=O)C.[CH2:31]([CH:33]1[CH:59]=[C:58]([CH3:60])[CH2:57][CH:56]([CH3:61])[CH2:55][CH:54]([O:62][CH3:63])[CH:53]2[O:64][C:49]([OH:68])([CH:50]([CH3:67])[CH2:51][CH:52]2[O:65][CH3:66])[C:48](=[O:69])[C:47](=[O:70])[N:46]2[CH:41]([CH2:42][CH2:43][CH2:44][CH2:45]2)[C:40](=[O:71])[O:39][CH:38]([C:72]([CH3:82])=[CH:73][CH:74]2[CH2:79][CH2:78][CH:77]([OH:80])[CH:76]([OH:81])[CH2:75]2)[CH:37]([CH3:83])[CH:36]([OH:84])[CH2:35][C:34]1=[O:85])[CH3:32].C1COCC1>C(Cl)Cl.C([O-])(=O)C.[Cu+2].C([O-])(=O)C>[CH2:31]([CH:33]1[CH:59]=[C:58]([CH3:60])[CH2:57][CH:56]([CH3:61])[CH2:55][CH:54]([O:62][CH3:63])[CH:53]2[O:64][C:49]([OH:68])([CH:50]([CH3:67])[CH2:51][CH:52]2[O:65][CH3:66])[C:48](=[O:69])[C:47](=[O:70])[N:46]2[CH:41]([CH2:42][CH2:43][CH2:44][CH2:45]2)[C:40](=[O:71])[O:39][CH:38]([C:72]([CH3:82])=[CH:73][CH:74]2[CH2:79][CH2:78][CH:77]([O:80][C:18]3[CH:19]=[CH:20][C:21]([O:24][CH3:25])=[CH:22][CH:23]=3)[CH:76]([OH:81])[CH2:75]2)[CH:37]([CH3:83])[CH:36]([OH:84])[CH2:35][C:34]1=[O:85])[CH3:32].[CH2:31]([CH:33]1[CH:59]=[C:58]([CH3:60])[CH2:57][CH:56]([CH3:61])[CH2:55][CH:54]([O:62][CH3:63])[CH:53]2[O:64][C:49]([OH:68])([CH:50]([CH3:67])[CH2:51][CH:52]2[O:65][CH3:66])[C:48](=[O:69])[C:47](=[O:70])[N:46]2[CH:41]([CH2:42][CH2:43][CH2:44][CH2:45]2)[C:40](=[O:71])[O:39][CH:38]([C:72]([CH3:82])=[CH:73][CH:74]2[CH2:79][CH2:78][CH:77]([OH:80])[CH:76]([O:81][C:6]3[CH:7]=[CH:8][C:3]([O:2][CH3:1])=[CH:4][CH:5]=3)[CH2:75]2)[CH:37]([CH3:83])[CH:36]([OH:84])[CH2:35][C:34]1=[O:85])[CH3:32] |f:5.6.7|. Procedure: To a stirred solution of tri(4-methoxyphenyl)bismuthine (136 mg., 0.257 mmol., 2 eq.) in methylene chloride (4 mL.) was added peracetic acid (0.054 mL., 0.257 mmol., 2 eq., 32% solution in dilute acetic acid). To this stirred solution was added 17-ethyl-1,14-dihydroxy-12-[2'-(3",4"-dihydroxycyclohexyl)-1'-methylvinyl]-23,25-dimethoxy-13,19,21,27-tetramethyl-11,28-dioxa-4-azatricyclo[22.3.1.04,9 ]octacos-18-ene-2,3,10,16-tetraone (100 mg., 0.126 mmol., 1 eq.), THF (0.5 mL.), and copper (II) aceta...